describe an organic reaction: reactants, conditions, products, and yield From a dataset of the Open Reaction Database (ORD), a public repository of structured organic reaction records. Reactants: COC(C)(C)C, CC(C)C(=O)Nc1nc(NC2CC2)c2ncn(C3C=CC(CO)C3)c2n1, CC(C)O, [Na+], [OH-]. The product is Nc1nc(NC2CC2)c2ncn(C3C=CC(CO)C3)c2n1. As a reaction SMILES: [CH3:29][O:30][C:31]([CH3:32])([CH3:33])[CH3:34].[CH:1]1([NH:4][c:5]2[c:6]3[n:7][cH:8][n:9]([CH:20]4[CH:21]=[CH:22][CH:23]([CH2:25][OH:26])[CH2:24]4)[c:10]3[n:11][c:12]([NH:14][C:15](=[O:16])[CH:17]([CH3:18])[CH3:19])[n:13]2)[CH2:2][CH2:3]1.[CH:35]([OH:36])([CH3:37])[CH3:38].[Na+:28].[OH-:27]>>[CH:1]1([NH:4][c:5]2[c:6]3[n:7][cH:8][n:9]([CH:20]4[CH:21]=[CH:22][CH:23]([CH2:25][OH:26])[CH2:24]4)[c:10]3[n:11][c:12]([NH2:14])[n:13]2)[CH2:2][CH2:3]1. Starting materials: [OH-].[Na+] (NaOH), C(=O)(OC1=CC=CC=C1)N(C)CC=1SC=C(N1)CSCCN (2-{[2-(N-Carbophenoxy-N-methylamino)methyl-4-thiazolyl]methylthio}ethylamine), [H-].[Al+3].[Li+].[H-].[H-].[H-] (lithium aluminum hydride), Cl (HCl). The solvent is O (H2O), O (H2O), O1CCCC1 (tetrahydrofuran), O1CCCC1 (tetrahydrofuran), C(C)OCC (diethyl ether), C(C)O (ethanol). Reaction conditions: time 3 hour. Product: CN(C)CC=1SC=C(N1)CSCCN (2-[(2-Dimethylaminomethyl-4-thiazolyl)methylthio]ethylamine). Yield: 64.2%. RXN SMILES: [C:1]([N:10]([CH2:12][C:13]1[S:14][CH:15]=[C:16]([CH2:18][S:19][CH2:20][CH2:21][NH2:22])[N:17]=1)[CH3:11])(OC1C=CC=CC=1)=O.[H-].[Al+3].[Li+].[H-].[H-].[H-].[OH-].[Na+].Cl>O1CCCC1.C(O)C.C(OCC)C.O>[CH3:11][N:10]([CH2:12][C:13]1[S:14][CH:15]=[C:16]([CH2:18][S:19][CH2:20][CH2:21][NH2:22])[N:17]=1)[CH3:1] |f:1.2.3.4.5.6,7.8|. Reported procedure: To a solution of 2-{[2-(N-Carbophenoxy-N-methylamino)methyl-4-thiazolyl]methylthio}ethylamine (0.50 g; 1.48 mmoles) [prepared in Step D] in 10 ml of dry tetrahydrofuran under a nitrogen atmosphere was added lithium aluminum hydride (0.17 g; 4.48 mmoles) and the mixture was heated at reflux temperature for 0.5 hour. An additional 10 ml of tetrahydrofuran was added and heating was continued for 3 hours. The reaction mixture was treated with 0.17 ml of H2O, 0.17 ml of 15% aqueous NaOH and 0.51 ml o... Reactants: CCO, Fc1nc(F)c(C(F)(F)F)cc1Cl, N. The product is Nc1nc(F)c(C(F)(F)F)cc1Cl. As a reaction SMILES: [CH3:15][CH2:16][OH:17].[Cl:2][c:3]1[c:4]([F:14])[n:5][c:6]([F:13])[c:7]([C:9]([F:10])([F:11])[F:12])[cH:8]1.[NH3:1]>>[NH2:1][c:4]1[c:3]([Cl:2])[cH:8][c:7]([C:9]([F:10])([F:11])[F:12])[c:6]([F:13])[n:5]1. The reactants are C1(CCCC1)=O (cyclopentanone), [OH-].[Na+] (NaOH), C(CCCC)=O (n-pentanal). Solvent: C(C)(=O)O (acetic acid). Conditions: time 2 hour. Yields the product C(/CCCC)=C/1\C(CCC1)=O (2-(E)-pentylidene cyclopentanone). Yield: 74.9%. Reaction SMILES: [C:1]1(=[O:6])[CH2:5][CH2:4][CH2:3][CH2:2]1.[OH-].[Na+].[CH:9](=O)[CH2:10][CH2:11][CH2:12][CH3:13]>C(O)(=O)C>[CH:9](=[C:2]1/[C:1](=[O:6])[CH2:5][CH2:4][CH2:3]/1)\[CH2:10][CH2:11][CH2:12][CH3:13] |f:1.2|. Reported procedure: A stirred solution of 42.0 grams (g) (0.5 mole) of cyclopentanone in 80 milliliters (ml) of 1 percent (%) NaOH was treated with 21.5 g (0.25 mole) of n-pentanal at about 30 degrees Celsius (°C.). After stirring for about 2 hours, the solution was neutralized with 36% acetic acid, then extracted with three 30 ml portions of benzene. Then 1.0 ml of phosphoric acid was added to the combined extracts. After the resulting mixture was refluxed through a condenser equipped with a Dean-Stark trap for ab... Starting materials: FC1=C(C=CC(=C1)I)NC1=C(C(=O)O)C=CN=C1 (3-[(2-fluoro-4-iodophenyl)amino]isonicotinic acid), FC1=C(C=CC(=C1)I)NC1=C(C(=O)O)C=CN=C1 (3-[(2-fluoro-4-iodophenyl)amino]isonicotinic acid), C1(CCCC1)N (cyclopentylamine). The product is C1(CCCC1)NC(C1=C(C=NC=C1)NC1=C(C=C(C=C1)I)F)=O (N-cyclopentyl-3-[(2-fluoro-4-iodophenyl)amino]isonicotinamide). Reaction SMILES: [F:1][C:2]1[CH:7]=[C:6]([I:8])[CH:5]=[CH:4][C:3]=1[NH:9][C:10]1[CH:18]=[N:17][CH:16]=[CH:15][C:11]=1[C:12]([OH:14])=O.[CH:19]1([NH2:24])[CH2:23][CH2:22][CH2:21][CH2:20]1>>[CH:19]1([NH:24][C:12](=[O:14])[C:11]2[CH:15]=[CH:16][N:17]=[CH:18][C:10]=2[NH:9][C:3]2[CH:4]=[CH:5][C:6]([I:8])=[CH:7][C:2]=2[F:1])[CH2:23][CH2:22][CH2:21][CH2:20]1. Reported procedure: N-cyclopentyl-3-[(2-fluoro-4-iodophenyl)amino]isonicotinamide was synthesized according to the procedure for General Method 1, outlined above, starting with 0.45 mmol of 3-[(2-fluoro-4-iodophenyl)amino]isonicotinic acid (intermediate 1) and 0.57 mmol of cyclopentylamine. LC/MS [9.55 min; 426 (M+1)] Starting materials: O=C([O-])[O-], COC(=O)C1CN(C(c2ccccc2)(c2ccccc2)c2ccccc2)C[NH+](C)C1, O=C(O)C(F)(F)F, [I-], [Na+], [Na+]. Product: COC(=O)C1CN=CN(C)C1. As a reaction SMILES: [C:32](=[O:33])([O-:34])[O-:35].[CH3:2][NH+:3]1[CH2:4][N:5]([C:13]([c:14]2[cH:15][cH:16][cH:17][cH:18][cH:19]2)([c:20]2[cH:21][cH:22][cH:23][cH:24][cH:25]2)[c:26]2[cH:27][cH:28][cH:29][cH:30][cH:31]2)[CH2:6][CH:7]([C:9](=[O:10])[O:11][CH3:12])[CH2:8]1.[F:38][C:39]([F:40])([F:41])[C:42]([OH:43])=[O:44].[I-:1].[Na+:36].[Na+:37]>>[CH3:2][N:3]1[CH:4]=[N:5][CH2:6][CH:7]([C:9](=[O:10])[O:11][CH3:12])[CH2:8]1. Starting materials: C(C)NC(=CC(=O)OCC)C1=CC=C(C=C1)Cl (ethyl beta-ethylamino-4-chlorocinnamate), C=C1CC(=O)O1 (diketene). Solvent: C(Cl)Cl (methylene chloride). The product is C(C)N1C(=C(C(=O)OCC)C(C=C1C)=O)C1=CC=C(C=C1)Cl (ethyl 1-ethyl-6-methyl-2-(4'-chlorophenyl)-4-oxonicotinate). Reaction SMILES: [CH2:1]([NH:3][C:4]([C:11]1[CH:16]=[CH:15][C:14]([Cl:17])=[CH:13][CH:12]=1)=[CH:5][C:6]([O:8][CH2:9][CH3:10])=[O:7])[CH3:2].[CH2:18]=[C:19]1O[C:21](=[O:22])[CH2:20]1>C(Cl)Cl>[CH2:1]([N:3]1[C:19]([CH3:18])=[CH:20][C:21](=[O:22])[C:5]([C:6]([O:8][CH2:9][CH3:10])=[O:7])=[C:4]1[C:11]1[CH:12]=[CH:13][C:14]([Cl:17])=[CH:15][CH:16]=1)[CH3:2]. Reported procedure: 4.64 g of ethyl beta-ethylamino-4-chlorocinnamate, 4.61 g of technical grade diketene and 15 ml of methylene chloride are mixed in a flask fitted with a calcium chloride drying tube. The mixture is maintained at room temperature for 137 hours. The methylene chloride is removed in vacuo and the residue triturated with ether to yield 3.2 g of crude ethyl 1-ethyl-6-methyl-2-(4'-chlorophenyl)-4-oxonicotinate. mp (215°-217° C.).